describe an organic reaction: reactants, conditions, products, and yield From a dataset of the Open Reaction Database (ORD), a public repository of structured organic reaction records. The reactants are C(=O)(OC)C1=CC=C(C=O)C=C1 (4-carbomethoxybenzaldehyde), ClC1=CC=C(N)C=C1 (4-chloroaniline). Run in C(C)O (ethanol). Reaction conditions: temperature -10 celsius. The product is COC(C1=CC=C(C=C1)C=NC1=CC=C(C=C1)Cl)=O (4-(p-chlorophenylimino-methyl)-benzoicacid methyl ester). RXN SMILES: [C:1]([C:5]1[CH:12]=[CH:11][C:8]([CH:9]=O)=[CH:7][CH:6]=1)([O:3][CH3:4])=[O:2].[Cl:13][C:14]1[CH:20]=[CH:19][C:17]([NH2:18])=[CH:16][CH:15]=1>C(O)C>[CH3:4][O:3][C:1](=[O:2])[C:5]1[CH:12]=[CH:11][C:8]([CH:9]=[N:18][C:17]2[CH:19]=[CH:20][C:14]([Cl:13])=[CH:15][CH:16]=2)=[CH:7][CH:6]=1. Reported procedure: 165 g (1 mole) of 4-carbomethoxybenzaldehyde and 128 g (1 mole) of 4-chloroaniline were stirred in 2500 ml of ethanol for 3 hours on a weak reflux, when cooled to -10°C, filtered with suction and washed with ethanol having a temperature of -10° C. After drying, 227 g (83% of the theory) of 4-(p-chlorophenylimino-methyl)-benzoicacid methyl ester of the following formula were obtained ##STR42##